The task is: describe an organic reaction: reactants, conditions, products, and yield. This data is from the Open Reaction Database (ORD), a public repository of structured organic reaction records. Reported procedure: In 2 ml of methanol was dissolved 0.1 g of methyl 10,11-dihydro-11-oxo-5H-dibenzo[a,d]cycloheptene-2-acetate obtained in Example 16, and 6 ml of a 10% aqueous solution of sodium hydroxide was added. The mixture was heated under reflux for 2 hours with stirring. After the reaction, the reaction mixture was cooled, and water was added. The mixture was acidified with 10% hydrochloric acid, and the precipitated solid was extracted with ether. The ethereal layer was washed with a saturated aqueous so... The reactants are O=C1C2=C(CC3=C(C1)C=CC=C3)C=CC(=C2)CC(=O)OC (methyl 10,11-dihydro-11-oxo-5H-dibenzo[a,d]cycloheptene-2-acetate), aqueous solution, [OH-].[Na+] (sodium hydroxide), O (water), Cl (hydrochloric acid). Yield: 86.3%. As a reaction SMILES: [O:1]=[C:2]1[CH2:8][C:7]2[CH:9]=[CH:10][CH:11]=[CH:12][C:6]=2[CH2:5][C:4]2[CH:13]=[CH:14][C:15]([CH2:17][C:18]([O:20]C)=[O:19])=[CH:16][C:3]1=2.[OH-].[Na+].O.Cl>CO>[O:1]=[C:2]1[CH2:8][C:7]2[CH:9]=[CH:10][CH:11]=[CH:12][C:6]=2[CH2:5][C:4]2[CH:13]=[CH:14][C:15]([CH2:17][C:18]([OH:20])=[O:19])=[CH:16][C:3]1=2 |f:1.2|. Solvent: CO (methanol). Yields the product O=C1C2=C(CC3=C(C1)C=CC=C3)C=CC(=C2)CC(=O)O (10,11-dihydro-11-oxo-5H-dibenzo[a,d]cycloheptene-2-acetic acid). Reactants: OC1=CC=NN1C1=NC=CC(=C1)C#N (2-(5-hydroxy-1H-pyrazol-1-yl)pyridine-4-carbonitrile), C(C)(=O)OC1=CC(=CC=C1)CO (3-(hydroxymethyl)phenyl acetate). The product is C(C)(=O)OC1=CC(=CC=C1)COC1=CC=NN1C1=NC=CC(=C1)C#N (3-({[1-(4-cyanopyridin-2-yl)-1H-pyrazol-5-yl]oxy}methyl)phenyl acetate). As a reaction SMILES: [OH:1][C:2]1[N:6]([C:7]2[CH:12]=[C:11]([C:13]#[N:14])[CH:10]=[CH:9][N:8]=2)[N:5]=[CH:4][CH:3]=1.[C:15]([O:18][C:19]1[CH:24]=[CH:23][CH:22]=[C:21]([CH2:25]O)[CH:20]=1)(=[O:17])[CH3:16]>>[C:15]([O:18][C:19]1[CH:24]=[CH:23][CH:22]=[C:21]([CH2:25][O:1][C:2]2[N:6]([C:7]3[CH:12]=[C:11]([C:13]#[N:14])[CH:10]=[CH:9][N:8]=3)[N:5]=[CH:4][CH:3]=2)[CH:20]=1)(=[O:17])[CH3:16]. Reported procedure: The title compound was prepared from 2-(5-hydroxy-1H-pyrazol-1-yl)pyridine-4-carbonitrile and 3-(hydroxymethyl)phenyl acetate according to the procedure for the preparation of Example 39, part C. 1H NMR (400 MHz, CDCl3): δ 2.24 (3H, s), 5.17 (2H, s), 5.66 (1H, d, J=1.6 Hz), 7.01-7.03 (1H, m), 7.14 (1H, s), 7.20-7.22 (1H, m), 7.32-7.36 (2H, m), 7.49 (1H, d, J=1.6 Hz), 7.97 (1H, s), 8.63 (1H, d, J=4.8 Hz). [M+H] Calc'd for C18H14N4O3, 335. Found, 335.